From a dataset of the Open Reaction Database (ORD), a public repository of structured organic reaction records. describe an organic reaction: reactants, conditions, products, and yield Starting materials: NC=1C=C(C(=O)OC)C=CC1C1=CC2=CC=C(C=C2C=C1)OC (methyl 3-amino-4-(6-methoxynaphthalen-2-yl)benzoate), CCN(C(C)C)C(C)C (DIPEA), C(CBr)OCCBr (2,2′-dibromodiethyl ether). Run in C1(=CC=CC=C1)C (toluene). Reaction conditions: temperature 110 celsius. Yields the product COC=1C=C2C=CC(=CC2=CC1)C1=C(C=C(C(=O)OC)C=C1)N1CCOCC1 (methyl 4-(6-methoxynaphthalen-2-yl)-3-morpholinobenzoate). The yield is 80.3%. RXN SMILES: [NH2:1][C:2]1[CH:3]=[C:4]([CH:9]=[CH:10][C:11]=1[C:12]1[CH:21]=[CH:20][C:19]2[C:14](=[CH:15][CH:16]=[C:17]([O:22][CH3:23])[CH:18]=2)[CH:13]=1)[C:5]([O:7][CH3:8])=[O:6].CCN(C(C)C)C(C)C.[CH2:33]([O:36][CH2:37][CH2:38]Br)[CH2:34]Br>C1(C)C=CC=CC=1>[CH3:23][O:22][C:17]1[CH:18]=[C:19]2[C:14](=[CH:15][CH:16]=1)[CH:13]=[C:12]([C:11]1[CH:10]=[CH:9][C:4]([C:5]([O:7][CH3:8])=[O:6])=[CH:3][C:2]=1[N:1]1[CH2:38][CH2:37][O:36][CH2:33][CH2:34]1)[CH:21]=[CH:20]2. Procedure: To a solution of methyl 3-amino-4-(6-methoxynaphthalen-2-yl)benzoate (1.00 g, 3.30 mmol) (see Step 1 of Example 5) and DIPEA (1.70 g, 13.2 mmol) in anhydrous toluene (20 mL) containing catalytic amount of KI (100 mg, 0.660 mmol) was added 2,2′-dibromodiethyl ether (1.50 g, 6.60 mmol). The mixture was heated to 110° C. for 3 days. The mixture was concentrated in vacuo and the residue was purified by column chromatography on silica gel (PE/EtOAc=10/1) to give the product (1.00 g, yield 81%). The reactants are CC(=O)[O-], CC(=O)O, C[N+](=O)[O-], [NH4+], O=Cc1ccc(OCc2ccsc2)cc1. Product: O=[N+]([O-])C=Cc1ccc(OCc2ccsc2)cc1. RXN SMILES: [CH3:21][C:22](=[O:23])[O-:24].[CH3:25][C:26](=[O:27])[OH:28].[N+:16](=[O:17])([O-:18])[CH3:19].[NH4+:20].[s:1]1[cH:2][c:3]([CH2:6][O:7][c:8]2[cH:9][cH:10][c:11]([CH:12]=[O:13])[cH:14][cH:15]2)[cH:4][cH:5]1>>[s:1]1[cH:2][c:3]([CH2:6][O:7][c:8]2[cH:9][cH:10][c:11]([CH:12]=[CH:19][N+:16](=[O:17])[O-:18])[cH:14][cH:15]2)[cH:4][cH:5]1. The reactants are BrC1=CC2=C(N1C(C)C)C(N(C2=O)C2=CN(C(C(=C2)Cl)=O)C)C2=C(C=C(C=C2)Cl)C (2-bromo-5-(5-chloro-1-methyl-6-oxo-1,6-dihydro-pyridin-3-yl)-6-(4-chloro-2-methyl-phenyl)-1-isopropyl-5,6-dihydro-1H-pyrrolo[3,4-b]pyrrol-4-one), BrC1=CC2=C(N1C(C)C)C(N(C2=O)C2=C(C=CC(=C2)Cl)C)C2=CC=C(C=C2)Cl (2-bromo-5-(5-chloro-2-methyl-phenyl)-6-(4-chloro-phenyl)-1-isopropyl-5,6-dihydro-1H-pyrrolo[3,4-b]pyrrol-4-one), C(#N)C=1C=CC(=C(C1)B(O)O)OC (5-cyano-2-methoxyphenylboronic acid), BrC1=CC2=C(N1C(C)C)C(N(C2=O)C2=CN(C(C(=C2)Cl)=O)C)C2=C(C=C(C=C2)Cl)C (2-bromo-5-(5-chloro-1-methyl-6-oxo-1,6-dihydro-pyridin-3-yl)-6-(4-chloro-2-methyl-phenyl)-1-isopropyl-5,6-dihydro-1H-pyrrolo[3,4-b]pyrrol-4-one), COC1=C(C=CC=C1)B(O)O (2-methoxyphenylboronic acid). The product is ClC1=CC(=CN(C1=O)C)N1C(C=2N(C(=CC2C1=O)C1=C(C=CC=C1)OC)C(C)C)C1=C(C=C(C=C1)Cl)C (5-(5-Chloro-1-methyl-6-oxo-1,6-dihydro-pyridin-3-yl)-6-(4-chloro-2-methyl-phenyl)-1-isopropyl-2-(2-methoxy-phenyl)-5,6-dihydro-1H-pyrrolo[3,4-b]pyrrol-4-one). As a reaction SMILES: Br[C:2]1[N:6]([CH:7]([CH3:9])[CH3:8])[C:5]2[CH:10]([C:23]3[CH:28]=[CH:27][C:26]([Cl:29])=[CH:25][C:24]=3[CH3:30])[N:11]([C:14]3[CH:19]=[C:18]([Cl:20])[C:17](=[O:21])[N:16]([CH3:22])[CH:15]=3)[C:12](=[O:13])[C:4]=2[CH:3]=1.[CH3:31][O:32][C:33]1[CH:38]=[CH:37][CH:36]=[CH:35][C:34]=1B(O)O.BrC1N(C(C)C)C2C(C3C=CC(Cl)=CC=3)N(C3C=C(Cl)C=CC=3C)C(=O)C=2C=1.C(C1C=CC(OC)=C(B(O)O)C=1)#N>>[Cl:20][C:18]1[C:17](=[O:21])[N:16]([CH3:22])[CH:15]=[C:14]([N:11]2[C:12](=[O:13])[C:4]3[CH:3]=[C:2]([C:34]4[CH:35]=[CH:36][CH:37]=[CH:38][C:33]=4[O:32][CH3:31])[N:6]([CH:7]([CH3:9])[CH3:8])[C:5]=3[CH:10]2[C:23]2[CH:28]=[CH:27][C:26]([Cl:29])=[CH:25][C:24]=2[CH3:30])[CH:19]=1. Procedure: The title compound was prepared in analogy to the procedure described for Example 17 but 2-bromo-5-(5-chloro-1-methyl-6-oxo-1,6-dihydro-pyridin-3-yl)-6-(4-chloro-2-methyl-phenyl)-1-isopropyl-5,6-dihydro-1H-pyrrolo[3,4-b]pyrrol-4-one (Intermediate N) and 2-methoxyphenylboronic acid were used instead of 2-bromo-5-(5-chloro-2-methyl-phenyl)-6-(4-chloro-phenyl)-1-isopropyl-5,6-dihydro-1H-pyrrolo[3,4-b]pyrrol-4-one and 5-cyano-2-methoxyphenylboronic acid respectively. The title compound was obtained ... The reactants are C(CCC)OCCOS(=O)(=O)C1=CC=C(C)C=C1 (2-butoxyethyltosylate), SCC(CO)O (3-mercapto-1,2-propanediol). The product is C(CCC)OCCSCC(CO)O (3-(2-butoxyethylthio)-1,2-propanediol), diol. Yield: 53.2%. Reaction SMILES: [CH2:1]([O:5][CH2:6][CH2:7]OS(C1C=CC(C)=CC=1)(=O)=O)[CH2:2][CH2:3][CH3:4].[SH:19][CH2:20][CH:21]([OH:24])[CH2:22][OH:23]>>[CH2:1]([O:5][CH2:6][CH2:7][S:19][CH2:20][CH:21]([OH:24])[CH2:22][OH:23])[CH2:2][CH2:3][CH3:4]. Procedure details: Following the procedure of Example 10, 2-butoxyethyltosylate (26.85 g, 98.7 mmol) and 3-mercapto-1,2-propanediol (10.68 g, 98.7 mmol) are reacted together to give 3-(2-butoxyethylthio)-1,2-propanediol, which diol (10.0 g, 52.5 mmol) is reacted with tosyl chloride (10.0 g) in pyridine. The tosylate (9.27 g, 25.6 mmol) is reacted with NaOH (1.02 g, 25.6 mmol) to give 2-(2-butoxyethylthiomethyl)oxirane. The oxirane (1.0 g, 5.26 mmol) and potassium t-butoxide (0.18 g, 1.58 mmol) are reacted together... Starting materials: Cc1cc(C)nc(C=Cc2n[nH]c3cc(Nc4ccccc4C(=O)O)ccc23)c1, CC(=O)OCC#CCN, Cc1ccc(S(=O)(=O)O)cc1. Yields the product CC(=O)OCC#CCNC(=O)c1ccccc1Nc1ccc2c(C=Cc3cc(C)cc(C)n3)n[nH]c2c1. RXN SMILES: [CH3:12][c:13]1[cH:14][c:15]([CH:20]=[CH:21][c:22]2[n:23][nH:24][c:25]3[cH:26][c:27]([NH:31][c:32]4[c:33]([C:34](=[O:35])[OH:36])[cH:37][cH:38][cH:39][cH:40]4)[cH:28][cH:29][c:30]23)[n:16][c:17]([CH3:19])[cH:18]1.[NH2:41][CH2:42][C:43]#[C:44][CH2:45][O:46][C:47]([CH3:48])=[O:49].[c:1]1([CH3:2])[cH:3][cH:4][c:5]([S:6]([OH:7])(=[O:8])=[O:9])[cH:10][cH:11]1>>[CH3:12][c:13]1[cH:14][c:15]([CH:20]=[CH:21][c:22]2[n:23][nH:24][c:25]3[cH:26][c:27]([NH:31][c:32]4[c:33]([C:34](=[O:36])[NH:41][CH2:42][C:43]#[C:44][CH2:45][O:46][C:47]([CH3:48])=[O:49])[cH:37][cH:38][cH:39][cH:40]4)[cH:28][cH:29][c:30]23)[n:16][c:17]([CH3:19])[cH:18]1. Procedure details: A solution of 3-butyl-1-(4-chlorobenzyl)-6-hydrazinouracil (3.0 g, 9.3 mM) and methyl isothiocyanate (2.0 ml, 29 mM) in DMF (30 ml) was stirred at 120° C. for 20 hours. To the solution was added ethanol (20 ml) and the mixture was cooled to give crude crystals. Recrystallization from DMF/ethanol gave pale yellow crystals (1.91 g, 57%), m.p. 292°-294° C. Starting materials: C(CCC)N1C(N(C(=CC1=O)NN)CC1=CC=C(C=C1)Cl)=O (3-butyl-1-(4-chlorobenzyl)-6-hydrazinouracil), CN=C=S (methyl isothiocyanate), C(C)O (ethanol). Product: C(CCC)N1C(N(C2=C(C1=O)C(=NN2)NC)CC2=CC=C(C=C2)Cl)=O (5-Butyl-7-(4-chlorobenzyl)-3-methylaminopyrazolo[3,4-d]pyrimidine-4,6(5H,7H)-dione). Reaction SMILES: [CH2:1]([N:5]1[C:10](=[O:11])[CH:9]=[C:8]([NH:12][NH2:13])[N:7]([CH2:14][C:15]2[CH:20]=[CH:19][C:18]([Cl:21])=[CH:17][CH:16]=2)[C:6]1=[O:22])[CH2:2][CH2:3][CH3:4].[CH3:23][N:24]=[C:25]=S.C(O)C>CN(C=O)C>[CH2:1]([N:5]1[C:10](=[O:11])[C:9]2[C:23]([NH:24][CH3:25])=[N:13][NH:12][C:8]=2[N:7]([CH2:14][C:15]2[CH:16]=[CH:17][C:18]([Cl:21])=[CH:19][CH:20]=2)[C:6]1=[O:22])[CH2:2][CH2:3][CH3:4]. Isolated yield 57.0%. The solvent is CN(C)C=O (DMF). Starting materials: C1(=CC=CC=C1)CCCN1S(C2=C(CC1)C=C(C=C2)OCCNO)(=O)=O (2-(3-phenylpropyl)-6-[2-(N-hydroxyamino)-ethoxy]-3,4-dihydro-2H-1,2-benzothiazine-1,1-dioxide), C[Si](C)(C)N=C=O (trimethylsilyl isocyanate). Product: C1(=CC=CC=C1)CCCN1S(C2=C(CC1)C=C(C=C2)OCCN(O)C(=O)N)(=O)=O (2-(3-phenylpropyl)-6-[2-(N-aminocarbonyl-N-hydroxyamino)-ethoxy]-3,4-dihydro-2H-1,2-benzothiazine-1,1-dioxide). As a reaction SMILES: [C:1]1([CH2:7][CH2:8][CH2:9][N:10]2[CH2:15][CH2:14][C:13]3[CH:16]=[C:17]([O:20][CH2:21][CH2:22][NH:23][OH:24])[CH:18]=[CH:19][C:12]=3[S:11]2(=[O:26])=[O:25])[CH:6]=[CH:5][CH:4]=[CH:3][CH:2]=1.C[Si]([N:31]=[C:32]=[O:33])(C)C>>[C:1]1([CH2:7][CH2:8][CH2:9][N:10]2[CH2:15][CH2:14][C:13]3[CH:16]=[C:17]([O:20][CH2:21][CH2:22][N:23]([C:32]([NH2:31])=[O:33])[OH:24])[CH:18]=[CH:19][C:12]=3[S:11]2(=[O:25])=[O:26])[CH:6]=[CH:5][CH:4]=[CH:3][CH:2]=1. Procedure details: Similarly to procedure described in example 1, 2-(3-phenylpropyl)-6-[2-(N-hydroxyamino)-ethoxy]-3,4-dihydro-2H-1,2-benzothiazine-1,1-dioxide is reacted with trimethylsilyl isocyanate to yield 2-(3-phenylpropyl)-6-[2-(N-aminocarbonyl-N-hydroxyamino)-ethoxy]-3,4-dihydro-2H-1,2-benzothiazine-1,1-dioxide, m.p. 134°-135°. Starting materials: [O-2].[Al+3].[O-2].[O-2].[Al+3] (aluminum oxide), C(C)C(CN(CC(CCCC)CC)CC(CCCC)CC)CCCC (tri-(2-ethylhexyl)-amine), Cl (HCl), amine, amine. Product: C(C)C(CNCC(CCCC)CC)CCCC (di-(2-ethyl-hexyl)-amine), tertiary amine. Reaction SMILES: Cl.[O-2].[Al+3].[O-2].[O-2].[Al+3].[CH2:7]([CH:9]([CH2:28][CH2:29][CH2:30][CH3:31])[CH2:10][N:11](CC(CC)CCCC)[CH2:12][CH:13]([CH2:18][CH3:19])[CH2:14][CH2:15][CH2:16][CH3:17])[CH3:8]>>[CH2:18]([CH:13]([CH2:14][CH2:15][CH2:16][CH3:17])[CH2:12][NH:11][CH2:10][CH:9]([CH2:7][CH3:8])[CH2:28][CH2:29][CH2:30][CH3:31])[CH3:19] |f:1.2.3.4.5|. Reported procedure: Using a mixture of 1,155 g of tri-(2-ethylhexyl)-amine and 1,155 g of xylene (850 l/hr), 505.4 kg of 9.85 percent strength hydrochloric acid containing sodium chloride (250 ml/hr) were extracted in counter-current at 50° C. in the course of 1,913 hours. The extract was subjected to hydrochloride cleavage in the cleavage column at 148°-152° C.; it gave a total of 46.9 kg of hydrogen chloride, of which about one-third was obtained as concentrated hydrochloric acid, alongside hydrogen chloride gas....